From a dataset of the Open Reaction Database (ORD), a public repository of structured organic reaction records. describe an organic reaction: reactants, conditions, products, and yield The reactants are C#CC#CCCCC (octadiyne), CN(C)P(=O)(N(C)C)N(C)C (HMPA), C(CCC)[Li] (n-butyllithium), solution, BrCCCCCCCCCCCO (11-bromoundecanol), O (water). The solvent is C1CCOC1 (THF), CCCCCC (hexane). Run at time 4 hour. The product is OCCCCCCCCCCCC#CCCCCC#CCCCCCCCCCCCO (1,30-Dihydroxytriaconta-12,18-Diyne). As a reaction SMILES: [CH:1]#[C:2][C:3]#[C:4][CH2:5][CH2:6][CH2:7][CH3:8].CN(P(N(C)C)(N(C)C)=O)C.[CH2:20]([Li])[CH2:21][CH2:22][CH3:23].Br[CH2:26][CH2:27][CH2:28][CH2:29][CH2:30][CH2:31][CH2:32][CH2:33][CH2:34][CH2:35][CH2:36][OH:37].[OH2:38]>C1COCC1.CCCCCC>[OH:38][CH2:1][CH2:2][CH2:3][CH2:4][CH2:5][CH2:6][CH2:7][CH2:8][CH2:23][CH2:22][CH2:21][C:20]#[C:7][CH2:6][CH2:5][CH2:4][CH2:3][C:2]#[C:1][CH2:26][CH2:27][CH2:28][CH2:29][CH2:30][CH2:31][CH2:32][CH2:33][CH2:34][CH2:35][CH2:36][OH:37]. Procedure details: A solution of octadiyne (9.3 ml; 0.07 mol) in dry THF (200 ml) at 0° C. under nitrogen was treated with HMPA (24.38 ml, 0.14 mol) and n-butyllithium (87.61 ml of a 1.6M solution in hexane; 0.14 mol). The resulting solution was left for ten minutes at 0° C. and then treated with a solution of 11-bromoundecanol (47 g, 0.14 mol). The resulting solution was allowed to stir at room temperature for four hours and then heated at reflux overnight, cooled, diluted with water and extracted with ether. The... Reactants: CC(C)(C)OC(=O)NCCCO, CN(C(=O)OCc1ccccc1)n1c(C(=O)O)c(-c2ccccc2)c2cc(Cl)ccc2c1=O, C1CCOC1, CCOC(=O)N=NC(=O)OCC, c1ccc(P(c2ccccc2)c2ccccc2)cc1. Yields the product CN(C(=O)OCc1ccccc1)n1c(C(=O)OCCCNC(=O)OC(C)(C)C)c(-c2ccccc2)c2cc(Cl)ccc2c1=O. RXN SMILES: [C:53]([CH3:54])([CH3:55])([CH3:56])[O:57][C:58]([NH:59][CH2:60][CH2:61][CH2:62][OH:63])=[O:64].[CH2:1]([c:2]1[cH:3][cH:4][cH:5][cH:6][cH:7]1)[O:8][C:9](=[O:10])[N:11]([n:12]1[c:13](=[O:32])[c:14]2[cH:15][cH:16][c:17]([Cl:31])[cH:18][c:19]2[c:20](-[c:25]2[cH:26][cH:27][cH:28][cH:29][cH:30]2)[c:21]1[C:22](=[O:23])[OH:24])[CH3:33].[CH2:77]1[O:78][CH2:79][CH2:80][CH2:81]1.[O:65]=[C:66]([O:67][CH2:68][CH3:69])[N:70]=[N:71][C:72]([O:73][CH2:74][CH3:75])=[O:76].[c:34]1([P:35]([c:36]2[cH:37][cH:38][cH:39][cH:40][cH:41]2)[c:42]2[cH:43][cH:44][cH:45][cH:46][cH:47]2)[cH:48][cH:49][cH:50][cH:51][cH:52]1>>[CH2:1]([c:2]1[cH:3][cH:4][cH:5][cH:6][cH:7]1)[O:8][C:9](=[O:10])[N:11]([n:12]1[c:13](=[O:32])[c:14]2[cH:15][cH:16][c:17]([Cl:31])[cH:18][c:19]2[c:20](-[c:25]2[cH:26][cH:27][cH:28][cH:29][cH:30]2)[c:21]1[C:22]([O:23][CH2:62][CH2:61][CH2:60][NH:59][C:58]([O:57][C:53]([CH3:54])([CH3:55])[CH3:56])=[O:64])=[O:24])[CH3:33]. Procedure details: Mix (3S)-3-[1-(6-chloro-2-methyl-3-pyridyloxy)-2-cyclopropyl-ethyl]-pyrrolidine-1-carboxylic acid tert-butyl ester (S-1) (0.50 g, 1.31 mmol), methoxybenzene (6.6 mL) and dichloromethane (6.6 mL) in a reaction vial. Evacuate the vial and purge with nitrogen. Add trifluoroacetic acid (1.51 g, 1.0 mL, 13.2 mmol) and stir the mixture at room temperature for 1 h. Load the mixture directly onto a pre-packed SCX column and rinse with CH2Cl2 followed by CH3OH. Elute with 2M NH3 in methanol and concentra... Isolated yield 96.0%. The product is ClC1=CC=C(C(=N1)C)OC(CC1CC1)[C@@H]1CNCC1 ((3S)-3-[1-(6-chloro-2-methyl-3-pyridyloxy)-2-cyclopropyl-ethyl]-pyrrolidine). RXN SMILES: C(OC([N:8]1[CH2:12][CH2:11][C@H:10]([CH:13]([O:18][C:19]2[C:20]([CH3:26])=[N:21][C:22]([Cl:25])=[CH:23][CH:24]=2)[CH2:14][CH:15]2[CH2:17][CH2:16]2)[CH2:9]1)=O)(C)(C)C.COC1C=CC=CC=1.FC(F)(F)C(O)=O>ClCCl>[Cl:25][C:22]1[N:21]=[C:20]([CH3:26])[C:19]([O:18][CH:13]([C@H:10]2[CH2:11][CH2:12][NH:8][CH2:9]2)[CH2:14][CH:15]2[CH2:16][CH2:17]2)=[CH:24][CH:23]=1. Starting materials: C(C)(C)(C)OC(=O)N1C[C@H](CC1)C(CC1CC1)OC=1C(=NC(=CC1)Cl)C ((3S)-3-[1-(6-chloro-2-methyl-3-pyridyloxy)-2-cyclopropyl-ethyl]-pyrrolidine-1-carboxylic acid tert-butyl ester), COC1=CC=CC=C1 (methoxybenzene), FC(C(=O)O)(F)F (trifluoroacetic acid). Solvent: ClCCl (dichloromethane). Starting materials: COC1=C(C=C(C(=C1)[N+](=O)[O-])OC)N1CCN(CC1)C(C)C (1-[2,5-bis(methyloxy)-4-nitrophenyl]-4-(1-methylethyl)piperazine), FeCl3, O.NN (hydrazine hydrate). The solvent is CO (methanol). Yields the product CC(C)N1CCN(CC1)C1=CC(=C(N)C=C1OC)OC (4-[4-(1-methylethyl)-1-piperazinyl]-2,5-bis(methyloxy)aniline). Isolated yield 63.5%. As a reaction SMILES: [CH3:1][O:2][C:3]1[CH:8]=[C:7]([N+:9]([O-])=O)[C:6]([O:12][CH3:13])=[CH:5][C:4]=1[N:14]1[CH2:19][CH2:18][N:17]([CH:20]([CH3:22])[CH3:21])[CH2:16][CH2:15]1.O.NN>CO>[CH3:22][CH:20]([N:17]1[CH2:18][CH2:19][N:14]([C:4]2[C:3]([O:2][CH3:1])=[CH:8][C:7]([NH2:9])=[C:6]([O:12][CH3:13])[CH:5]=2)[CH2:15][CH2:16]1)[CH3:21] |f:1.2|. Procedure details: A solution of 1-[2,5-bis(methyloxy)-4-nitrophenyl]-4-(1-methylethyl)piperazine (3.50 g, 11.3 mmol), FeCl3 (0.550 g, 3.4 mmol), activated carbon (4.0 g), and hydrazine hydrate (3.6 mL, 113 mmol) was heated in methanol (50 mL) for 3 hours. The mixture was filtered over celite and concentrated to give 4-[4-(1-methylethyl)-1-piperazinyl]-2,5-bis(methyloxy)aniline as a grey solid (2.00 g, 7.17 mmol, 63% yield). 1H NMR (400 MHz, CDCl3) δ ppm 1.10 (d, J=6.60 Hz, 6 H), 2.72 (s, 5 H), 3.03 (s, 4H), 3.59 ... The reactants are C([O-])([O-])=O (carbonate), P(=O)(OCC)(OCC)Cl (diethyl chlorophosphate), C([O-])([O-])=O (carbonate), C([O-])([O-])=O.[K+].[K+] (potassium carbonate), [I-].[K+] (potassium iodide), OC1=C2C(=C3NC4=CC=CC=C4SC3=C1)C=CC=C2 (5-hydroxy-12H-benzo[a]phenothiazine), P(=O)(OCC)(OCC)Cl (diethyl chlorophosphate), C([O-])([O-])=O.[K+].[K+] (potassium carbonate), [I-].[K+] (potassium iodide). Solvent: C(C)(=O)OCC (ethyl acetate), CN(C)C=O (DMF). Run at time 30 minute. The product is P(=O)(OCC)(OCC)OC1=C2C(=C3NC4=CC=CC=C4SC3=C1)C=CC=C2 (Diethyl 12H-benzo[a]phenothiazin-5-yl phosphate). As a reaction SMILES: [OH:1][C:2]1[CH:15]=[C:14]2[C:5]([NH:6][C:7]3[C:12]([S:13]2)=[CH:11][CH:10]=[CH:9][CH:8]=3)=[C:4]2[CH:16]=[CH:17][CH:18]=[CH:19][C:3]=12.[P:20](Cl)([O:25][CH2:26][CH3:27])([O:22][CH2:23][CH3:24])=[O:21].C(=O)([O-])[O-].[K+].[K+].[I-].[K+].C(=O)([O-])[O-]>CN(C=O)C.C(OCC)(=O)C>[P:20]([O:1][C:2]1[CH:15]=[C:14]2[C:5]([NH:6][C:7]3[C:12]([S:13]2)=[CH:11][CH:10]=[CH:9][CH:8]=3)=[C:4]2[CH:16]=[CH:17][CH:18]=[CH:19][C:3]=12)([O:25][CH2:26][CH3:27])([O:22][CH2:23][CH3:24])=[O:21] |f:2.3.4,5.6|. Procedure: To a solution of 5-hydroxy-12H-benzo[a]phenothiazine (1.5 g) and diethyl chlorophosphate (2 ml) in DMF (20 ml) there was added a powdered mixture of potassium carbonate (2 g) and potassium iodide (2 g). The reaction mixture was stirred at room temperature. After 30 minutes, a further addition of potassium carbonate and potassium iodide (2 g each) was made and stirring was continued. Two hours later more carbonate (2 g) and diethyl chlorophosphate (2 ml) were added, and then three hours later a f... Reactants: FC=1C(=CC=C2CCC(C12)(C)C(C#N)C#N)OC (2-(7-Fluoro-6-methoxy-1-methyl-indan-1-yl)-malononitrile), [OH-].[K+] (potassium hydroxide), O (water), Cl (hydrochloric acid). Run in C(CO)O (ethylene glycol). Reaction conditions: temperature 133 celsius, time 8 hour. The product is FC=1C(=CC=C2CCC(C12)(C)CC(=O)O)OC ((7-Fluoro-6-methoxy-1-methyl-indan-1-yl)-acetic acid). RXN SMILES: [F:1][C:2]1[C:3]([O:17][CH3:18])=[CH:4][CH:5]=[C:6]2[C:10]=1[C:9]([CH:12](C#N)[C:13]#N)([CH3:11])[CH2:8][CH2:7]2.[OH-:19].[K+].Cl.[OH2:22]>C(O)CO>[F:1][C:2]1[C:3]([O:17][CH3:18])=[CH:4][CH:5]=[C:6]2[C:10]=1[C:9]([CH2:12][C:13]([OH:22])=[O:19])([CH3:11])[CH2:8][CH2:7]2 |f:1.2|. Reported procedure: A solution of 38.3 (190 mg, 0.78 mmol) and potassium hydroxide (860 mg, 15 mmol) in water (0.5 mL) and ethylene glycol (1.0 mL) was heated in a sealed tube and stirred at 133° C. overnight. The reaction was cooled and then acidified with hydrochloric acid to pH ˜1. The mixture was extracted with EtOAc (5×), and the combined organic layers were dried over magnesium sulfate. The filtrate was concentrated to yield crude 38.4 and taken directly to the next step. MS ESI (neg.) m/e: 237.1 (M−H)−.